describe an organic reaction: reactants, conditions, products, and yield From a dataset of the Open Reaction Database (ORD), a public repository of structured organic reaction records. Starting materials: CCOCC1COC(=O)N1c1ccc(C(=O)N2CCNCC2)c(F)c1, Clc1cnc(Cl)c(Cl)c1. Product: CCOCC1COC(=O)N1c1ccc(C(=O)N2CCN(c3ncc(Cl)cc3Cl)CC2)c(F)c1. Reaction SMILES: [CH2:1]([CH3:2])[O:3][CH2:4][CH:5]1[N:6]([c:11]2[cH:12][c:13]([F:25])[c:14]([C:17](=[O:18])[N:19]3[CH2:20][CH2:21][NH:22][CH2:23][CH2:24]3)[cH:15][cH:16]2)[C:7](=[O:10])[O:8][CH2:9]1.[Cl:26][c:27]1[n:28][cH:29][c:30]([Cl:34])[cH:31][c:32]1[Cl:33]>>[CH2:1]([CH3:2])[O:3][CH2:4][CH:5]1[N:6]([c:11]2[cH:12][c:13]([F:25])[c:14]([C:17](=[O:18])[N:19]3[CH2:20][CH2:21][N:22]([c:27]4[n:28][cH:29][c:30]([Cl:34])[cH:31][c:32]4[Cl:33])[CH2:23][CH2:24]3)[cH:15][cH:16]2)[C:7](=[O:10])[O:8][CH2:9]1. Starting materials: hydrochloride salt, CC1=CC=C(C=C1)S(=O)(=O)OCC1OC2=C(C1)C=CC=C2C2=C(C(=CC=C2)OC)OC ((±)-[7-(2,3-dimethoxyphenyl)-2,3-dihydro-1-benzofuran-2-yl]methyl 4-methylbenzenesulfonate), CN (methylamine). Yields the product CNCC1OC2=C(C1)C=CC=C2C2=C(C(=CC=C2)OC)OC (N-methyl-1-[7-(2,3-dimethoxyphenyl)-2,3-dihydro-1-benzofuran-2-yl]methanamine). RXN SMILES: CC1C=CC(S(O[CH2:12][CH:13]2[CH2:17][C:16]3[CH:18]=[CH:19][CH:20]=[C:21]([C:22]4[CH:27]=[CH:26][CH:25]=[C:24]([O:28][CH3:29])[C:23]=4[O:30][CH3:31])[C:15]=3[O:14]2)(=O)=O)=CC=1.[CH3:32][NH2:33]>>[CH3:32][NH:33][CH2:12][CH:13]1[CH2:17][C:16]2[CH:18]=[CH:19][CH:20]=[C:21]([C:22]3[CH:27]=[CH:26][CH:25]=[C:24]([O:28][CH3:29])[C:23]=3[O:30][CH3:31])[C:15]=2[O:14]1. Procedure: The title compound was prepared (0.137 g, 63%) following the general procedure of Example 390 as a white solid, hydrochloride salt from (±)-[7-(2,3-dimethoxyphenyl)-2,3-dihydro-1-benzofuran-2-yl]methyl 4-methylbenzenesulfonate (0.283 g, 0.64 mmol) and methylamine (0.199 g, 6.42 mmol). mp 163-166° C. Reactants: C(CC)C(C(=O)OCC)C(=O)C (Ethyl 2-(n-propyl)acetoacetate), C(Cl)(Cl)Cl.CC(=O)C (chloroform acetone). Yields the product OC1=CC=C2C(=C(C(OC2=C1)=O)CCC)C (7-Hydroxy-4-methyl-3-(n-propyl)coumarin). The yield is 37.0%. Reaction SMILES: [CH2:1]([CH:4]([C:10]([CH3:12])=O)[C:5]([O:7][CH2:8][CH3:9])=[O:6])[CH2:2][CH3:3].[CH:13](Cl)(Cl)Cl.[CH3:17][C:18]([CH3:20])=[O:19]>>[OH:19][C:18]1[CH:20]=[C:8]2[C:9]([C:10]([CH3:12])=[C:4]([CH2:1][CH2:2][CH3:3])[C:5](=[O:6])[O:7]2)=[CH:13][CH:17]=1 |f:1.2|. Reported procedure: This was prepared from 9 (1.72 g) in a similar manner to the preparation of 3. The yellow/brown crude product that obtained was fractionated by flash chromatography (chloroform/acetone, 20:1 to 1:1 gradient). The product that isolated was further purified by recrystallisation from ethyl acetate/hexane (2:3) to give 10 as creamy crystals (813 mg, 3.73 mmol, ca. 37%); mp 160-173° C. [Lit. [73] 171-173° C. (aq. ethanol)]; δH (400 MHz, DMSO-d6) 0.92 (3H, t, J=7.3 Hz, CH3), 1.45 (2H, sextet, J=7.5 Hz... The reactants are CC(C)(C)c1ccc(CBr)cc1, CC([O-])=S, [K+], CN(C)C=O, O. The product is CC(=S)OCc1ccc(C(C)(C)C)cc1. RXN SMILES: [Br:1][CH2:2][c:3]1[cH:4][cH:5][c:6]([C:9]([CH3:10])([CH3:11])[CH3:12])[cH:7][cH:8]1.[C:13]([CH3:14])(=[S:15])[O-:16].[K+:17].[O:19]=[CH:20][N:21]([CH3:22])[CH3:23].[OH2:18]>>[CH2:2]([c:3]1[cH:4][cH:5][c:6]([C:9]([CH3:10])([CH3:11])[CH3:12])[cH:7][cH:8]1)[O:16][C:13]([CH3:14])=[S:15]. Reactants: CCCCCCCOc1c(C)cc2[nH]c(SCc3ncc(C)c(OC)c3C)nc2c1C, O=C(OO)c1cccc(Cl)c1, ClCCl, [Na+], [OH-], O. Product: CCCCCCCOc1c(C)cc2[nH]c(S(=O)Cc3ncc(C)c(OC)c3C)nc2c1C. As a reaction SMILES: [CH3:12][c:13]1[c:14]([O:35][CH2:36][CH2:37][CH2:38][CH2:39][CH2:40][CH2:41][CH3:42])[c:15]([CH3:34])[cH:16][c:17]2[nH:18][c:19]([S:22][CH2:23][c:24]3[n:25][cH:26][c:27]([CH3:33])[c:28]([O:31][CH3:32])[c:29]3[CH3:30])[n:20][c:21]12.[Cl:1][c:2]1[cH:3][cH:4][cH:5][c:6]([C:7]([O:8][OH:10])=[O:9])[cH:11]1.[Cl:45][CH2:46][Cl:47].[Na+:44].[OH-:43].[OH2:48]>>[O:9]=[S:22]([c:19]1[nH:18][c:17]2[cH:16][c:15]([CH3:34])[c:14]([O:35][CH2:36][CH2:37][CH2:38][CH2:39][CH2:40][CH2:41][CH3:42])[c:13]([CH3:12])[c:21]2[n:20]1)[CH2:23][c:24]1[n:25][cH:26][c:27]([CH3:33])[c:28]([O:31][CH3:32])[c:29]1[CH3:30]. Reactants: Fc1ccccc1-c1cnc(Cl)nn1, NN, O, O, c1ccncc1. Yields the product NNc1ncc(-c2ccccc2F)nn1. As a reaction SMILES: [Cl:1][c:2]1[n:3][n:4][c:5](-[c:8]2[c:9]([F:14])[cH:10][cH:11][cH:12][cH:13]2)[cH:6][n:7]1.[NH2:22][NH2:23].[OH2:21].[OH2:24].[cH:15]1[cH:16][cH:17][n:18][cH:19][cH:20]1>>[c:2]1([NH:22][NH2:23])[n:3][n:4][c:5](-[c:8]2[c:9]([F:14])[cH:10][cH:11][cH:12][cH:13]2)[cH:6][n:7]1. The reactants are C(C(=O)O)(=O)O (oxalic acid), O1[C@@H](C1)COC1=C2C=CNC2=CC=C1 ((S)-(+)-4-(oxiranylmethoxy)-1H-indole), O=C1CCC2=CC=C(C=C2C12CCNCC2)OC (3,4-dihydro-2-oxo-7-methoxyspiro[naphthalene-1(2H),4'-piperidine]), CO (methanol). Solvent: C(C)(=O)OCC (ethyl acetate), C(C)(=O)OCC (ethyl acetate). The product is C(C(=O)O)(=O)O.N1C=CC2=C(C=CC=C12)OC[C@H](CN1CCC2(CC1)C(CCC1=CC=C(C=C12)OC)=O)O ((2S)-(-)-1-(4-indolyloxy)-3-(3,4-dihydro-2-oxo-7-methoxyspiro[naphthalene-1(2H),4'-piperidin]-1'-yl)-2-propanol ethanedioate). RXN SMILES: [O:1]1[CH2:3][C@H:2]1[CH2:4][O:5][C:6]1[CH:14]=[CH:13][CH:12]=[C:11]2[C:7]=1[CH:8]=[CH:9][NH:10]2.[O:15]=[C:16]1[C:25]2([CH2:30][CH2:29][NH:28][CH2:27][CH2:26]2)[C:24]2[C:19](=[CH:20][CH:21]=[C:22]([O:31][CH3:32])[CH:23]=2)[CH2:18][CH2:17]1.[C:33]([OH:38])(=[O:37])[C:34]([OH:36])=[O:35].CO>C(OCC)(=O)C>[C:33]([OH:38])(=[O:37])[C:34]([OH:36])=[O:35].[NH:10]1[C:11]2[C:7](=[C:6]([O:5][CH2:4][C@@H:2]([OH:1])[CH2:3][N:28]3[CH2:29][CH2:30][C:25]4([C:24]5[C:19](=[CH:20][CH:21]=[C:22]([O:31][CH3:32])[CH:23]=5)[CH2:18][CH2:17][C:16]4=[O:15])[CH2:26][CH2:27]3)[CH:14]=[CH:13][CH:12]=2)[CH:8]=[CH:9]1 |f:5.6|. Procedure: The title compound was prepared in similar fashion from (S)-(+)-4-(oxiranylmethoxy)-1H-indole and 3,4-dihydro-2-oxo-7-methoxyspiro[naphthalene-1(2H),4'-piperidine]. The resulting free base was dissolved in ethyl acetate, and precipitated with one equivalent of oxalic acid in ethyl acetate in 55% overall yield. FDMS m/e=434 (M+ of free base). α[D]589 =-5.55 (c=0.54, methanol). Reactants: N1=CC(=CC=C1)C1=NNC2=CC(=CC=C12)C=C1C(NC2=CC=CC=C12)=O (3-((3-(pyridin-3-yl)-1H-indazol-6-yl)methylene)indolin-2-one), ClC=1C=C2CC(NC2=CC1)=O (5-chlorooxindole). Yields the product ClC=1C=C2C(C(NC2=CC1)=O)=CC1=CC=C2C(=NNC2=C1)C=1C=NC=CC1 (5-chloro-3-((3-(pyridin-3-yl)-1H-indazol-6-yl)methylene)-indolin-2-one). Reaction SMILES: [N:1]1[CH:6]=[CH:5][CH:4]=[C:3]([C:7]2[C:15]3[C:10](=[CH:11][C:12]([CH:16]=[C:17]4[C:25]5[C:20](=[CH:21][CH:22]=[CH:23][CH:24]=5)[NH:19][C:18]4=[O:26])=[CH:13][CH:14]=3)[NH:9][N:8]=2)[CH:2]=1.[Cl:27]C1C=C2C(=CC=1)NC(=O)C2>>[Cl:27][C:23]1[CH:24]=[C:25]2[C:20](=[CH:21][CH:22]=1)[NH:19][C:18](=[O:26])[C:17]2=[CH:16][C:12]1[CH:11]=[C:10]2[C:15]([C:7]([C:3]3[CH:2]=[N:1][CH:6]=[CH:5][CH:4]=3)=[N:8][NH:9]2)=[CH:14][CH:13]=1. Procedure: According to the procedure for the synthesis of 3-((3-(pyridin-3-yl)-1H-indazol-6-yl)methylene)indolin-2-one, except substituting 5-chlorooxindole (5.3 mg, 0.031 mmol) the title compound was prepared as a yellow solid (6.5 mg, 54%). A mixture of (E)- and (Z)-isomers (68:32 by NMR) was obtained. 1H NMR (400 MHz, d6-DMSO) δ 13.77 (br s, 1H), 10.80 (br s, 1H), 9.24 (d, J=1.5 Hz, 1H), 8.63 (dd, J=4.8, 1.8 Hz, 1H), 8.41 (dt, J=7.8, 1.8 Hz, 1H), 8.28 (d, J=8.5 Hz, 1H), 8.21-8.16 (m, 1H), 7.98 (s, 1H),... Reaction SMILES: [CH3:31][NH:32][CH3:33].[Cl:1][c:2]1[cH:3][cH:4][c:5]([S:8](=[O:9])(=[O:10])[N:11]([CH:12]([CH2:13][CH2:14][CH2:15][S:16](=[O:17])(=[O:18])[NH:19][CH3:20])[CH3:21])[c:22]2[c:23]([CH2:29][OH:30])[cH:24][cH:25][c:26]([Cl:28])[cH:27]2)[cH:6][cH:7]1>>[Cl:1][c:2]1[cH:3][cH:4][c:5]([S:8](=[O:9])(=[O:10])[N:11]([CH:12]([CH2:13][CH2:14][CH2:15][S:16](=[O:17])(=[O:18])[NH:19][N:32]([CH3:31])[CH3:33])[CH3:21])[c:22]2[c:23]([CH2:29][OH:30])[cH:24][cH:25][c:26]([Cl:28])[cH:27]2)[cH:6][cH:7]1. Starting materials: CNC, CNS(=O)(=O)CCCC(C)N(c1cc(Cl)ccc1CO)S(=O)(=O)c1ccc(Cl)cc1. Yields the product CC(CCCS(=O)(=O)NN(C)C)N(c1cc(Cl)ccc1CO)S(=O)(=O)c1ccc(Cl)cc1.